Dataset: the Open Reaction Database (ORD), a public repository of structured organic reaction records. Task: describe an organic reaction: reactants, conditions, products, and yield Starting materials: O=C(Cc1ccccc1)N1CCC(N(Cc2ccnc3ccccc23)C(=O)C(F)(F)F)CC1Cc1ccccc1, CO, [Na+], C1CCOC1, [OH-]. Product: O=C(Cc1ccccc1)N1CCC(NCc2ccnc3ccccc23)CC1Cc1ccccc1. As a reaction SMILES: [CH2:1]([c:2]1[cH:3][cH:4][cH:5][cH:6][cH:7]1)[CH:8]1[N:9]([C:32]([CH2:33][c:34]2[cH:35][cH:36][cH:37][cH:38][cH:39]2)=[O:40])[CH2:10][CH2:11][CH:12]([N:14]([C:15](=[O:16])[C:17]([F:18])([F:19])[F:20])[CH2:21][c:22]2[cH:23][cH:24][n:25][c:26]3[cH:27][cH:28][cH:29][cH:30][c:31]23)[CH2:13]1.[CH3:48][OH:49].[Na+:42].[O:43]1[CH2:44][CH2:45][CH2:46][CH2:47]1.[OH-:41]>>[CH2:1]([c:2]1[cH:3][cH:4][cH:5][cH:6][cH:7]1)[CH:8]1[N:9]([C:32]([CH2:33][c:34]2[cH:35][cH:36][cH:37][cH:38][cH:39]2)=[O:40])[CH2:10][CH2:11][CH:12]([NH:14][CH2:21][c:22]2[cH:23][cH:24][n:25][c:26]3[cH:27][cH:28][cH:29][cH:30][c:31]23)[CH2:13]1. Starting materials: C(C)(=O)O[BH-](OC(C)=O)OC(C)=O.[Na+] (sodium triacetoxyborohydride), CN (Methylamine), ClC=1C=C(C#N)C=C(N1)N1CCC(CC1)=O (2-chloro-6-(4-oxopiperidin-1-yl)isonicotinonitrile), ClC=1C=C(C#N)C=C(N1)N1CCC(CC1)O (2-Chloro-6-(4-hydroxypiperidin-1-yl)isonicotinonitrile). Run in C1CCOC1 (THF). Reaction conditions: time 30 minute. The product is ClC=1C=C(C#N)C=C(N1)N1CCC(CC1)NC (2-Chloro-6-[4-(methylamino)piperidin-1-yl]isonicotinonitrile). Reaction SMILES: CN.[Cl:3][C:4]1[CH:5]=[C:6]([CH:9]=[C:10]([N:12]2[CH2:17][CH2:16][C:15](=O)[CH2:14][CH2:13]2)[N:11]=1)[C:7]#[N:8].ClC1C=C(C=C(N2CCC(O)CC2)N=1)[C:23]#[N:24].C(O[BH-](OC(=O)C)OC(=O)C)(=O)C.[Na+]>C1COCC1>[Cl:3][C:4]1[CH:5]=[C:6]([CH:9]=[C:10]([N:12]2[CH2:17][CH2:16][CH:15]([NH:24][CH3:23])[CH2:14][CH2:13]2)[N:11]=1)[C:7]#[N:8] |f:3.4|. Reported procedure: Methylamine (2.65 ml, 5.3 mmol) was added to a solution of 2-chloro-6-(4-oxopiperidin-1-yl)isonicotinonitrile (Intermediate 26; 500 mg, 2.12 mmol) in anhydrous THF (4 ml). The mixture was stirred for 30 minutes and sodium triacetoxyborohydride (674 mg, 3.18 mmol) was added. The mixture was stirred at room temperature for 18 h, then concentrated in vacuo, diluted with EtOAc and washed with 1 N NaOH, water and brine. The organic phase was dried over Na2SO4 then concentrated in vacuo to give a brow... The reactants are BrCc1ccccc1, O=C([O-])[O-], COc1cc2c(cc1OC)CC1(CCCCN1)CC2, Cl, [K+], [K+], CN(C)C=O. Yields the product COc1cc2c(cc1OC)CC1(CCCCN1Cc1ccccc1)CC2. As a reaction SMILES: [Br:27][CH2:28][c:29]1[cH:30][cH:31][cH:32][cH:33][cH:34]1.[C:21](=[O:22])([O-:23])[O-:24].[CH3:2][O:3][c:4]1[cH:5][c:6]2[c:11]([cH:12][c:13]1[O:14][CH3:15])[CH2:10][C:9]1([CH2:8][CH2:7]2)[NH:16][CH2:17][CH2:18][CH2:19][CH2:20]1.[ClH:1].[K+:25].[K+:26].[O:35]=[CH:36][N:37]([CH3:38])[CH3:39]>>[CH3:2][O:3][c:4]1[cH:5][c:6]2[c:11]([cH:12][c:13]1[O:14][CH3:15])[CH2:10][C:9]1([CH2:8][CH2:7]2)[N:16]([CH2:28][c:29]2[cH:30][cH:31][cH:32][cH:33][cH:34]2)[CH2:17][CH2:18][CH2:19][CH2:20]1. Reactants: COCOC=1C=CC(=NC1)C(C(F)(F)F)(O[Si](C)(C)C)C (5-methoxymethoxy-2-(2,2,2-trifluoro-1-methyl-1-trimethylsilanyloxy-ethyl)-pyridine), Cl (HCl), Cl (HCl). Run in C1CCOC1 (THF). Reaction conditions: time 2 hour. Product: FC(C(C)(O)C1=NC=C(C=C1)OCOC)(F)F (1,1,1-Trifluoro-2-(5-methoxymethoxy-pyridin-2-yl)-propan-2-ol). Yield: 92.1%. Reaction SMILES: [CH3:1][O:2][CH2:3][O:4][C:5]1[CH:6]=[CH:7][C:8]([C:11]([CH3:21])([O:16][Si](C)(C)C)[C:12]([F:15])([F:14])[F:13])=[N:9][CH:10]=1.Cl>C1COCC1>[F:15][C:12]([F:13])([F:14])[C:11]([C:8]1[CH:7]=[CH:6][C:5]([O:4][CH2:3][O:2][CH3:1])=[CH:10][N:9]=1)([OH:16])[CH3:21]. Procedure: A mixture of 1.48 g (4.58 mmol) 5-methoxymethoxy-2-(2,2,2-trifluoro-1-methyl-1-trimethylsilanyloxy-ethyl)-pyridine and 5 ml (10 mmol) 2N HCl in 15 ml THF was stirred at room temperature for 2 h. After that the reaction mixture was poured on water and a pH of 1-2 was adjusted by the addition of 2N HCl. The reaction mixture was extracted 2 times with EtOAc. The combinded organic layers were washed with water and brine, dried (MgSO4), filtered and concentrated in vacuo to afford 1.06 g of the title... Starting materials: CS(=O)(=O)C1=CC=C(C=C1)C1=C(C2=CC=CC=CC2=C1C1=CC=CC=C1)C(=O)OC (methyl 2 -(4-methylsulfonylphenyl)-3-phenylazulene-1-carboxylate), [OH-].[Na+] (NaOH). Solvent: CO (MeOH). Yields the product CS(=O)(=O)C1=CC=C(C=C1)C1=C(C2=CC=CC=CC2=C1C1=CC=CC=C1)C(=O)O (2-(4-Methylsulfonylphenyl)-3-phenylazulene-1-carboxylic acid). The yield is 79.6%. Reaction SMILES: [CH3:1][S:2]([C:5]1[CH:10]=[CH:9][C:8]([C:11]2[C:20]([C:21]3[CH:26]=[CH:25][CH:24]=[CH:23][CH:22]=3)=[C:19]3[C:13](=[CH:14][CH:15]=[CH:16][CH:17]=[CH:18]3)[C:12]=2[C:27]([O:29]C)=[O:28])=[CH:7][CH:6]=1)(=[O:4])=[O:3].[OH-].[Na+]>CO>[CH3:1][S:2]([C:5]1[CH:6]=[CH:7][C:8]([C:11]2[C:20]([C:21]3[CH:22]=[CH:23][CH:24]=[CH:25][CH:26]=3)=[C:19]3[C:13](=[CH:14][CH:15]=[CH:16][CH:17]=[CH:18]3)[C:12]=2[C:27]([OH:29])=[O:28])=[CH:9][CH:10]=1)(=[O:3])=[O:4] |f:1.2|. Reported procedure: To a solution of methyl 2 -(4-methylsulfonylphenyl)-3-phenylazulene-1-carboxylate (0.26 g) in MeOH (10.0 ml) was added 10% aqueous NaOH (2.0 ml), and the reaction mixture was heated under reflux for 6 hr. After removal of solvent, the aqueous layer was washed with Et2O. The solution was adjusted to pH 2.0 with 10% aqueous HCl, and extracted with EtOAc. The combined EtOAc extracts were washed with water and brine, dried over Na2SO4, and concentrated. The crude product was purified by SiO2 column ...